From a dataset of the Open Reaction Database (ORD), a public repository of structured organic reaction records. describe an organic reaction: reactants, conditions, products, and yield The reactants are CCN1CCN(C(=O)c2ccc(F)c(Br)c2)CC1, COc1ccc(CN(Cc2ccc(OC)cc2)c2ncc(-c3nc(N4CCOCC4)nc4c3CCN4)cn2)cc1. As a reaction SMILES: [Br:1][c:2]1[cH:3][c:4]([C:9](=[O:10])[N:11]2[CH2:12][CH2:13][N:14]([CH2:17][CH3:18])[CH2:15][CH2:16]2)[cH:5][cH:6][c:7]1[F:8].[CH3:19][O:20][c:21]1[cH:22][cH:23][c:24]([CH2:25][N:26]([c:27]2[n:28][cH:29][c:30](-[c:33]3[c:34]4[c:35]([n:36][c:37]([N:39]5[CH2:40][CH2:41][O:42][CH2:43][CH2:44]5)[n:38]3)[NH:45][CH2:46][CH2:47]4)[cH:31][n:32]2)[CH2:48][c:49]2[cH:50][cH:51][c:52]([O:55][CH3:56])[cH:53][cH:54]2)[cH:57][cH:58]1>>[c:2]1([N:45]2[c:35]3[c:34]([c:33](-[c:30]4[cH:29][n:28][c:27]([N:26]([CH2:25][c:24]5[cH:23][cH:22][c:21]([O:20][CH3:19])[cH:58][cH:57]5)[CH2:48][c:49]5[cH:50][cH:51][c:52]([O:55][CH3:56])[cH:53][cH:54]5)[n:32][cH:31]4)[n:38][c:37]([N:39]4[CH2:40][CH2:41][O:42][CH2:43][CH2:44]4)[n:36]3)[CH2:47][CH2:46]2)[cH:3][c:4]([C:9](=[O:10])[N:11]2[CH2:12][CH2:13][N:14]([CH2:17][CH3:18])[CH2:15][CH2:16]2)[cH:5][cH:6][c:7]1[F:8]. Yields the product CCN1CCN(C(=O)c2ccc(F)c(N3CCc4c(-c5cnc(N(Cc6ccc(OC)cc6)Cc6ccc(OC)cc6)nc5)nc(N5CCOCC5)nc43)c2)CC1. The reactants are [Al+3], [Cl-], [Cl-], [Cl-], ClCCCl, Cl, O=C1OC(=O)c2ccccc21, Cc1cc(C)cc(C)c1. Yields the product Cc1cc(C)c(C(=O)c2ccccc2C(=O)O)c(C)c1. As a reaction SMILES: [Al+3:2].[Cl-:1].[Cl-:3].[Cl-:4].[Cl:26][CH2:27][CH2:28][Cl:29].[ClH:25].[O:5]=[C:6]1[O:7][C:8](=[O:9])[c:10]2[cH:11][cH:12][cH:13][cH:14][c:15]21.[c:16]1([CH3:24])[cH:17][c:18]([CH3:23])[cH:19][c:20]([CH3:22])[cH:21]1>>[O:5]=[C:6]([OH:7])[c:15]1[c:10]([C:8](=[O:9])[c:17]2[c:16]([CH3:24])[cH:21][c:20]([CH3:22])[cH:19][c:18]2[CH3:23])[cH:11][cH:12][cH:13][cH:14]1. Reactants: CCO, CON1Cc2cccc([N+](=O)[O-])c2C1=O. The product is CON1Cc2cccc(N)c2C1=O. As a reaction SMILES: [CH3:16][CH2:17][OH:18].[N+:1]([O-:2])(=[O:3])[c:4]1[cH:5][cH:6][cH:7][c:8]2[c:12]1[C:11](=[O:13])[N:10]([O:14][CH3:15])[CH2:9]2>>[NH2:1][c:4]1[cH:5][cH:6][cH:7][c:8]2[c:12]1[C:11](=[O:13])[N:10]([O:14][CH3:15])[CH2:9]2. Solvent: C1(=CC=CC=C1)C (toluene). Starting materials: C1(=CC=CC=C1)P(C1=CC=CC=C1)(C1=CC=CC=C1)=CC(=O)OC (methyl triphenylphosphoranylideneacetate), CC1=C(C=O)C=CC(=C1OCCCC)I (methyl-3-butoxy-4-iodobenzaldehyde). Procedure: 65.08 g (0.195 mol, 2 eq) of methyl triphenylphosphoranylideneacetate are added to a solution of 29.60 g (0.097 mol, 1 eq) of methyl-3-butoxy-4-iodobenzaldehyde in 360 ml of toluene. The reaction mixture is refluxed for 2 hours. The solvent is evaporated off and the oil obtained is chromatographed on silica gel (50/50 heptane/dichloromethane). 30.47 g of methyl (E)-3-(3-butoxy-4-iodophenyl)acrylate are obtained in the form of pale yellow crystals. Yield=87% As a reaction SMILES: C1(P(=[CH:20][C:21]([O:23][CH3:24])=[O:22])(C2C=CC=CC=2)C2C=CC=CC=2)C=CC=CC=1.C[C:26]1[C:33]([O:34][CH2:35][CH2:36][CH2:37][CH3:38])=[C:32]([I:39])[CH:31]=[CH:30][C:27]=1[CH:28]=O>C1(C)C=CC=CC=1>[CH2:35]([O:34][C:33]1[CH:26]=[C:27](/[CH:28]=[CH:20]/[C:21]([O:23][CH3:24])=[O:22])[CH:30]=[CH:31][C:32]=1[I:39])[CH2:36][CH2:37][CH3:38]. The product is C(CCC)OC=1C=C(C=CC1I)/C=C/C(=O)OC (methyl (E)-3-(3-butoxy-4-iodophenyl)acrylate). The yield is 87.2%. The reactants are CC1(OB(OC1(C)C)C1=CCC2(OCCO2)CC1)C (8-(4,4,5,5-Tetramethyl-[1,3,2]dioxaborolan-2-yl)-1,4-dioxa-spiro[4.5]dec-7-ene), FC(S(=O)(=O)OC=1CCOCC1)(F)F (3,6-dihydro-2H-pyran-4-yl trifluoromethanesulfonate), C(=O)([O-])[O-].[Na+].[Na+] (Na2CO3). Reagents/catalysts: C1(=CC=CC=C1)P(C1=CC=CC=C1)(C1=CC=CC=C1)[Pd-4](P(C1=CC=CC=C1)(C1=CC=CC=C1)C1=CC=CC=C1)(P(C1=CC=CC=C1)(C1=CC=CC=C1)C1=CC=CC=C1)P(C1=CC=CC=C1)(C1=CC=CC=C1)C1=CC=CC=C1 (tetrakis (triphenylphosphino)palladium(0)). Run in O1CCOCC1 (1,4-dioxane). Reaction conditions: temperature 100 celsius. Yields the product O1CCC(=CC1)C1=CCC2(OCCO2)CC1 (8-(3,6-dihydro-2H-pyran-4-yl)-1,4-dioxaspiro[4.5]dec-7-ene). RXN SMILES: CC1(C)C(C)(C)OB([C:9]2[CH2:18][CH2:17][C:12]3([O:16][CH2:15][CH2:14][O:13]3)[CH2:11][CH:10]=2)O1.FC(F)(F)S(O[C:26]1[CH2:27][CH2:28][O:29][CH2:30][CH:31]=1)(=O)=O.C([O-])([O-])=O.[Na+].[Na+]>O1CCOCC1.C1(P([Pd-4](P(C2C=CC=CC=2)(C2C=CC=CC=2)C2C=CC=CC=2)(P(C2C=CC=CC=2)(C2C=CC=CC=2)C2C=CC=CC=2)P(C2C=CC=CC=2)(C2C=CC=CC=2)C2C=CC=CC=2)(C2C=CC=CC=2)C2C=CC=CC=2)C=CC=CC=1>[O:29]1[CH2:28][CH:27]=[C:26]([C:9]2[CH2:18][CH2:17][C:12]3([O:13][CH2:14][CH2:15][O:16]3)[CH2:11][CH:10]=2)[CH2:31][CH2:30]1 |f:2.3.4|. Procedure: 8-(4,4,5,5-Tetramethyl-[1,3,2]dioxaborolan-2-yl)-1,4-dioxa-spiro[4.5]dec-7-ene (prepared as described in PCT Int. Appl. WO2006064189, 1.57 g, 5.90 mmol), commercially available 3,6-dihydro-2H-pyran-4-yl trifluoromethanesulfonate (5.23 mmol), and tetrakis (triphenylphosphino)palladium(0) (302 mg, 0.262 mmol) were dissolved in 1,4-dioxane (20 mL), treated with 2M aqueous Na2CO3 (14 mL, 28 mmol), bubbled with argon for a few minutes, and heated to 100° C. under reflux condenser for 24 h. After cool... Starting materials: O (Water), BrC1=CC(=C(C=C1)O)C (4-bromo-2-methylphenol), COC(CBr)OC (bromoacetaldehyde dimethyl acetal), [OH-].[K+] (potassium hydroxide). The solvent is CS(=O)C (dimethylsulphoxide). The product is BrC1=CC(=C(C=C1)OCC(OC)OC)C (4-Bromo-1-[(2,2-dimethoxyethyl)oxy]-2-methylbenzene). As a reaction SMILES: [Br:1][C:2]1[CH:7]=[CH:6][C:5]([OH:8])=[C:4]([CH3:9])[CH:3]=1.[CH3:10][O:11][CH:12]([O:15][CH3:16])[CH2:13]Br.[OH-].[K+].O>CS(C)=O>[Br:1][C:2]1[CH:7]=[CH:6][C:5]([O:8][CH2:13][CH:12]([O:15][CH3:16])[O:11][CH3:10])=[C:4]([CH3:9])[CH:3]=1 |f:2.3|. Procedure details: A mixture of 4-bromo-2-methylphenol (5 g), bromoacetaldehyde dimethyl acetal (3.8 ml) and potassium hydroxide (3.0 g) in dimethylsulphoxide (15 ml) was heated to reflux for 21/2 h. Water (50 ml) was added to the cooled mixture which was then extracted with ether (4×50 ml). The extracts were washed with 5N sodium hydroxide (50 ml) and brine (50 ml), dried (MgSO4), then evaporated in vacuo to give the title compound as a brown oil (6 g). Starting materials: ICCCCC1OCCOC1CC1COCCO1, CC#N, CCN(C(C)C)C(C)C, c1ccc(P(c2ccccc2)c2ccccc2)cc1. Yields the product c1ccc([P+](CCCCC2OCCOC2CC2COCCO2)(c2ccccc2)c2ccccc2)cc1, [I-]. Reaction SMILES: [CH2:1]1[O:2][CH:3]([CH2:4][CH2:5][CH2:6][CH2:7][I:8])[CH:9]([CH2:10][CH:11]2[CH2:12][O:13][CH2:14][CH2:15][O:16]2)[O:17][CH2:18]1.[CH3:47][C:48]#[N:49].[CH:38]([N:39]([CH2:40][CH3:41])[CH:42]([CH3:43])[CH3:44])([CH3:45])[CH3:46].[c:19]1([P:25]([c:26]2[cH:27][cH:28][cH:29][cH:30][cH:31]2)[c:32]2[cH:33][cH:34][cH:35][cH:36][cH:37]2)[cH:20][cH:21][cH:22][cH:23][cH:24]1>>[CH2:1]1[O:2][CH:3]([CH2:4][CH2:5][CH2:6][CH2:7][P+:25]([c:19]2[cH:20][cH:21][cH:22][cH:23][cH:24]2)([c:26]2[cH:27][cH:28][cH:29][cH:30][cH:31]2)[c:32]2[cH:33][cH:34][cH:35][cH:36][cH:37]2)[CH:9]([CH2:10][CH:11]2[CH2:12][O:13][CH2:14][CH2:15][O:16]2)[O:17][CH2:18]1.[I-:8].